From a dataset of the Open Reaction Database (ORD), a public repository of structured organic reaction records. describe an organic reaction: reactants, conditions, products, and yield Reactants: C(C)(=O)N1N=CC2=C(C(=CC=C12)C)OCC1CO1 (1-acetyl-4-(2,3-epoxypropoxy)-5-methyl-indazole), C(C)(=O)N1N=CC2=C(C=CC(=C12)C)OCC1CO1 (1-acetyl-4-(2,3-epoxypropoxy)-7-methyl-indazole), C(C)(=O)N1N=CC2=C(C=C(C=C12)CC)OCC1CO1 (1-acetyl-4-(2,3-epoxypropoxy)-6-ethylindazole). Product: C(C)(=O)N1N=CC2=C(C=C(C=C12)C)OCC1CO1 (1-Acetyl-4-(2,3-epoxypropoxy)-6-methyl-indazole). RXN SMILES: C(N1C2C(=C(OCC3OC3)C(C)=CC=2)C=N1)(=O)C.C(N1C2C(=C(OCC3OC3)C=CC=2C)C=N1)(=O)C.[C:37]([N:40]1[C:48]2[C:43](=[C:44]([O:51][CH2:52][CH:53]3[O:55][CH2:54]3)[CH:45]=[C:46]([CH2:49]C)[CH:47]=2)[CH:42]=[N:41]1)(=[O:39])[CH3:38]>>[C:37]([N:40]1[C:48]2[C:43](=[C:44]([O:51][CH2:52][CH:53]3[O:55][CH2:54]3)[CH:45]=[C:46]([CH3:49])[CH:47]=2)[CH:42]=[N:41]1)(=[O:39])[CH3:38]. Reported procedure: The following compounds are obtained in an analogous manner: 1-acetyl-4-(2,3-epoxypropoxy)-5-methyl-indazole (m.p. 75°-76° C.), 1-acetyl-4-(2,3-epoxypropoxy)-7-methyl-indazole (m.p. 108°-109° C.) and 1-acetyl-4-(2,3-epoxypropoxy)-6-ethylindazole (m.p. 77°-78° C.). Reactants: OC1=C(C=C(C=C1)CCC(=O)O)OC (3-(4-hydroxy-3-methoxy-phenyl)-propionic acid), C(=O)([O-])[O-].[K+].[K+] (K2CO3), C(C1=CC=CC=C1)Br (benzyl bromide), C(Cl)Cl (CH2Cl2). The solvent is CC(=O)C (acetone). The product is C(C1=CC=CC=C1)OC(CCC1=CC(=C(C=C1)OCC1=CC=CC=C1)OC)=O (3-(4-Benzyloxy-3-methoxy-phenyl)-propionic acid benzyl ester). The yield is 180.5%. As a reaction SMILES: [OH:1][C:2]1[CH:7]=[CH:6][C:5]([CH2:8][CH2:9][C:10]([OH:12])=[O:11])=[CH:4][C:3]=1[O:13][CH3:14].C([O-])([O-])=O.[K+].[K+].[CH2:21](Br)[C:22]1[CH:27]=[CH:26][CH:25]=[CH:24][CH:23]=1.C(Cl)Cl>CC(C)=O>[CH2:21]([O:11][C:10](=[O:12])[CH2:9][CH2:8][C:5]1[CH:6]=[CH:7][C:2]([O:1][CH2:8][C:5]2[CH:6]=[CH:7][CH:2]=[CH:3][CH:4]=2)=[C:3]([O:13][CH3:14])[CH:4]=1)[C:22]1[CH:27]=[CH:26][CH:25]=[CH:24][CH:23]=1 |f:1.2.3|. Procedure details: A mixture of 3-(4-hydroxy-3-methoxy-phenyl)-propionic acid (5.1 g, 25.99 mmol), anhydrous K2CO3 (25 g, 180.88 mmol) and benzyl bromide (7.5 ml, 63.14 mmol) in anhydrous acetone (100 ml) was stirred at reflux for 7.5 h under nitrogen. After cooling, the reaction mixture was filtered and concentrated in vacuo. Flash chromatography (CH2Cl2) gave the title compound (8.83 g, 23.45 mmol, 90%). Reactants: O=C1SC(C(N1)=O)CC1=CC=C(OCC(=O)NC2=C(C=C(C=C2)OC2=CC=C(C=C2)C2=NN=NN2)N(C(OC(C)(C)C)=O)C)C=C1 (t-butyl N-{2-[4-(2,4-dioxothiazolidine-5-ylmethyl)phenoxyacetylamino]-5-[4-(tetrazol-5-yl)phenoxy]phenyl}-N-methylcarbamate), Cl.O1CCOCC1 (hydrogen chloride dioxane). Conditions: time 24 hour. Product: Cl.N1N=NN=C1C1=CC=C(OC=2C=CC3=C(N(C(=N3)COC3=CC=C(CC4C(NC(S4)=O)=O)C=C3)C)C2)C=C1 (5-[4-{6-[4-(Tetrazol-5-yl)phenoxy]-1-methyl-1H-benzimidazole-2-ylmethoxy}benzyl]thiazolidine-2,4-dione hydrochloride). As a reaction SMILES: [O:1]=[C:2]1[NH:6][C:5](=[O:7])[CH:4]([CH2:8][C:9]2[CH:46]=[CH:45][C:12]([O:13][CH2:14][C:15]([NH:17][C:18]3[CH:23]=[CH:22][C:21]([O:24][C:25]4[CH:30]=[CH:29][C:28]([C:31]5[NH:35][N:34]=[N:33][N:32]=5)=[CH:27][CH:26]=4)=[CH:20][C:19]=3[N:36](C)[C:37](=O)OC(C)(C)C)=O)=[CH:11][CH:10]=2)[S:3]1.[ClH:47].O1CCOCC1>>[ClH:47].[NH:32]1[C:31]([C:28]2[CH:27]=[CH:26][C:25]([O:24][C:21]3[CH:22]=[CH:23][C:18]4[N:17]=[C:15]([CH2:14][O:13][C:12]5[CH:11]=[CH:10][C:9]([CH2:8][CH:4]6[S:3][C:2](=[O:1])[NH:6][C:5]6=[O:7])=[CH:46][CH:45]=5)[N:36]([CH3:37])[C:19]=4[CH:20]=3)=[CH:30][CH:29]=2)=[N:35][N:34]=[N:33]1 |f:1.2,3.4|. Procedure: A mixture of t-butyl N-{2-[4-(2,4-dioxothiazolidine-5-ylmethyl)phenoxyacetylamino]-5-[4-(tetrazol-5-yl)phenoxy]phenyl}-N-methylcarbamate (0.76 g) and 4N hydrogen chloride/dioxane (20 ml) was stirred at ambient temperature for 24 hours. The solvent of the reaction mixture was evaporated. To the residue was added ethyl acetate and insoluble product was isolated by filtration and washed with ethyl acetate to give the title compound (0.44 g). Product: COc1ccc(-c2ccc(OCCCCCCO)cc2)cc1. RXN SMILES: [Br:16][CH2:17][CH2:18][CH2:19][CH2:20][CH2:21][CH2:22][OH:23].[CH3:1][O:2][c:3]1[cH:4][cH:5][c:6](-[c:9]2[cH:10][cH:11][c:12]([OH:15])[cH:13][cH:14]2)[cH:7][cH:8]1.[CH3:26][CH2:27][OH:28].[Na+:25].[OH-:24]>>[CH3:1][O:2][c:3]1[cH:4][cH:5][c:6](-[c:9]2[cH:10][cH:11][c:12]([O:15][CH2:17][CH2:18][CH2:19][CH2:20][CH2:21][CH2:22][OH:23])[cH:13][cH:14]2)[cH:7][cH:8]1. Starting materials: OCCCCCCBr, COc1ccc(-c2ccc(O)cc2)cc1, CCO, [Na+], [OH-]. Reactants: FC(C=1C=C(OC2=NC=C(C=C2)C(F)(F)F)C=CC1)=C1CCNCC1 (2-(3-(fluoro(piperidin-4-ylidene)methyl)phenoxy)-5-(trifluoromethyl)pyridine), COC1=CC=C(C=N1)NC(OC1=CC=CC=C1)=O (phenyl 6-methoxypyridin-3-ylcarbamate). The reagents and catalysts are C(C)N(CC)CC (triethyl amine). Solvent: CS(=O)C (DMSO), O (water). Conditions: time 12 hour. The product is FC(=C1CCN(CC1)C(=O)NC=1C=NC(=CC1)OC)C1=CC(=CC=C1)OC1=NC=C(C=C1)C(F)(F)F (4-(fluoro(3-(5-(trifluoromethyl)pyridin-2-yloxy)phenyl)methylene)-N-(6-methoxypyridin-3-yl)piperidine-1-carboxamide). The yield is 44.7%. As a reaction SMILES: [F:1][C:2](=[C:20]1[CH2:25][CH2:24][NH:23][CH2:22][CH2:21]1)[C:3]1[CH:4]=[C:5]([CH:17]=[CH:18][CH:19]=1)[O:6][C:7]1[CH:12]=[CH:11][C:10]([C:13]([F:16])([F:15])[F:14])=[CH:9][N:8]=1.[CH3:26][O:27][C:28]1[N:33]=[CH:32][C:31]([NH:34][C:35](=O)[O:36]C2C=CC=CC=2)=[CH:30][CH:29]=1>CS(C)=O.C(N(CC)CC)C.O>[F:1][C:2]([C:3]1[CH:19]=[CH:18][CH:17]=[C:5]([O:6][C:7]2[CH:12]=[CH:11][C:10]([C:13]([F:15])([F:16])[F:14])=[CH:9][N:8]=2)[CH:4]=1)=[C:20]1[CH2:25][CH2:24][N:23]([C:35]([NH:34][C:31]2[CH:32]=[N:33][C:28]([O:27][CH3:26])=[CH:29][CH:30]=2)=[O:36])[CH2:22][CH2:21]1. Reported procedure: To a solution of 2-(3-(fluoro(piperidin-4-ylidene)methyl)phenoxy)-5-(trifluoromethyl)pyridine (110 mg, 0.312 mmol) and phenyl 6-methoxypyridin-3-ylcarbamate (76.2 mg, 0.312 mmol) in DMSO (5 mL) under a N2 atmosphere was added 5 drops of triethyl amine and the reaction mixture was stirred for 12 h. The reaction mixture was diluted with water and extracted with EtOAc. The organic layer was washed with water several times to remove the excess DMSO. The title compound was crystallized from hexane an... The reactants are O=C([O-])[O-], CCI, CSCCc1nc(N2CCc3ccccc3CC2)c(C#N)c(=O)[nH]1, CN(C)C=O, [K+], [K+]. Yields the product CCn1c(CCSC)nc(N2CCc3ccccc3CC2)c(C#N)c1=O. RXN SMILES: [C:28](=[O:29])([O-:30])[O-:31].[CH2:25]([CH3:26])[I:27].[CH3:1][S:2][CH2:3][CH2:4][c:5]1[nH:6][c:7](=[O:24])[c:8]([C:22]#[N:23])[c:9]([N:11]2[CH2:12][CH2:13][c:14]3[c:15]([cH:18][cH:19][cH:20][cH:21]3)[CH2:16][CH2:17]2)[n:10]1.[CH3:34][N:35]([CH3:36])[CH:37]=[O:38].[K+:32].[K+:33]>>[CH3:1][S:2][CH2:3][CH2:4][c:5]1[n:6]([CH2:25][CH3:26])[c:7](=[O:24])[c:8]([C:22]#[N:23])[c:9]([N:11]2[CH2:12][CH2:13][c:14]3[c:15]([cH:18][cH:19][cH:20][cH:21]3)[CH2:16][CH2:17]2)[n:10]1. The reactants are C(C)OC(C1=CC(=CC=C1)SCC(C)=O)=O (3-(2-oxo-propylsulfanyl)-benzoic acid ethyl ester), Cl.ClC=1C=C(C=CC1)NN (3-chlorophenylhydrazine hydrochloride). Yields the product C(C)OC(C1=CC(=CC=C1)SC1=C(NC2=CC(=CC=C12)Cl)C)=O (3-(6-Chloro-2-methyl-1H-indol-3-ylsulfanyl)-benzoic acid ethyl ester). RXN SMILES: [CH2:1]([O:3][C:4](=[O:16])[C:5]1[CH:10]=[CH:9][CH:8]=[C:7]([S:11][CH2:12][C:13](=O)[CH3:14])[CH:6]=1)[CH3:2].Cl.[Cl:18][C:19]1[CH:20]=[C:21]([NH:25]N)[CH:22]=[CH:23][CH:24]=1>>[CH2:1]([O:3][C:4](=[O:16])[C:5]1[CH:10]=[CH:9][CH:8]=[C:7]([S:11][C:12]2[C:22]3[C:21](=[CH:20][C:19]([Cl:18])=[CH:24][CH:23]=3)[NH:25][C:13]=2[CH3:14])[CH:6]=1)[CH3:2] |f:1.2|. Reported procedure: Prepared according to the procedure described in Example 10, Step 2, using the following starting materials: 3-(2-oxo-propylsulfanyl)-benzoic acid ethyl ester and 3-chlorophenylhydrazine hydrochloride. Starting materials: C(C(=O)O)(=O)O.FC1=CC=C(C=C1)C1(OCCO1)CCCN(C)CC(=O)N1CCC(CC1)OC1=CC(=CC=C1)Cl (1-{N-{3-[2-(4-fluorophenyl)-1,3-dioxolan-2-yl]propyl}-N-methylaminoacetyl}-4-(3-chlorophenoxy)piperidine oxalate), [OH-].[Na+] (sodium hydroxide), O (water), [H-].[Al+3].[Li+].[H-].[H-].[H-] (lithium aluminum hydride), O (water). Run in C1CCOC1 (THF), C1CCOC1 (THF). Product: Cl.Cl.FC1=CC=C(C=C1)C1(OCCO1)CCCN(C)CCN1CCC(CC1)OC1=CC(=CC=C1)Cl (1-{2-{N-{3-[2-(4-Fluorophenyl)-1,3-dioxolan-2-yl]-propyl}-N-methylamino}ethyl}-4-(3-chlorophenoxy)piperidine dihydrochloride). As a reaction SMILES: [H-].[Al+3].[Li+].[H-].[H-].[H-].C(O)(=O)C(O)=O.[F:13][C:14]1[CH:19]=[CH:18][C:17]([C:20]2([CH2:25][CH2:26][CH2:27][N:28]([CH2:30][C:31]([N:33]3[CH2:38][CH2:37][CH:36]([O:39][C:40]4[CH:45]=[CH:44][CH:43]=[C:42]([Cl:46])[CH:41]=4)[CH2:35][CH2:34]3)=O)[CH3:29])[O:24][CH2:23][CH2:22][O:21]2)=[CH:16][CH:15]=1.O.[OH-].[Na+]>C1COCC1>[ClH:46].[ClH:46].[F:13][C:14]1[CH:19]=[CH:18][C:17]([C:20]2([CH2:25][CH2:26][CH2:27][N:28]([CH2:30][CH2:31][N:33]3[CH2:38][CH2:37][CH:36]([O:39][C:40]4[CH:45]=[CH:44][CH:43]=[C:42]([Cl:46])[CH:41]=4)[CH2:35][CH2:34]3)[CH3:29])[O:21][CH2:22][CH2:23][O:24]2)=[CH:16][CH:15]=1 |f:0.1.2.3.4.5,6.7,9.10,12.13.14|. Procedure: To a suspension prepared from 3.00 g (39.5 mmol) of 50% lithium aluminum hydride in oil and 100 ml of dry THF and maintained at 0° was added dropwise a solution of 1-{N-{3-[2-(4-fluorophenyl)-1,3-dioxolan-2-yl]propyl}-N-methylaminoacetyl}-4-(3-chlorophenoxy)piperidine oxalate in 100 ml of dry THF. The mixture was heated at reflux under nitrogen for 12 hours, allowed to cool to room temperature and subsequently cooled in an ice bath. To the mixture was added slowly, dropwise 3 ml of water followe... Reactants: C(C)(C)O (Isopropyl alcohol), NC1=NNC(=C1)O (3-amino-5-hydroxypyrazole), N(=NC(=O)OC(C)C)C(=O)OC(C)C (Diisopropyl azodicarboxylate), C1(=CC=CC=C1)P(C1=CC=CC=C1)C1=CC=CC=C1 (triphenylphosphine). The solvent is C(Cl)Cl (CH2Cl2). Reaction conditions: temperature 0 celsius, time 1 hour. Product: C(C)(C)OC1=CC(=NN1)N (5-Isopropoxy-1H-pyrazol-3-amine). Reaction SMILES: [NH2:1][C:2]1[CH:6]=[C:5]([OH:7])[NH:4][N:3]=1.[C:8]1(P(C2C=CC=CC=2)C2C=CC=CC=2)[CH:13]=CC=C[CH:9]=1.N(C(OC(C)C)=O)=NC(OC(C)C)=O.C(O)(C)C>C(Cl)Cl>[CH:8]([O:7][C:5]1[NH:4][N:3]=[C:2]([NH2:1])[CH:6]=1)([CH3:13])[CH3:9]. Reported procedure: The title compound may be prepared via the following procedure: To a suspension of 3-amino-5-hydroxypyrazole (0.50 mol) in CH2Cl2 is added triphenylphosphine (0.59 mol) and the resulting mixture is cooled to 0° C. Diisopropyl azodicarboxylate (0.59 mol) is added drop-wise over a period of 35 minutes (the temperature of the reaction mixture is kept below 2° C.) to give a suspension. The reaction mixture is then held at 0° C. for 1 hour. A precipitate may be observed after 30 minutes of the reacti...